The task is: describe an organic reaction: reactants, conditions, products, and yield. This data is from the Open Reaction Database (ORD), a public repository of structured organic reaction records. The reactants are N#N.C1=CC=NC(=C1)SSC2=CC=CC(=C2)CO/C(=C/[N+]#N)/[O-] (N2 MPDA), N1([C@H](C(=O)O)CCCC1)C (MePip), N1([C@H](C(=O)O)CCCC1)C (MePip), N1([C@H](C(=O)O)CCCC1)C (MePip), N1([C@H](C(=O)O)CCCC1)C (MePip), N1([C@H](C(=O)O)CCCC1)C (MePip), MoO3. The solvent is O (water). Yields the product C1=CC=NC(=C1)SSC2=CC=CC(=C2)CO/C(=C/[N+]#N)/[O-] (MPDA). Reaction SMILES: N#N.[CH:3]1[CH:8]=[C:7]([S:9][S:10][C:11]2[CH:16]=[C:15]([CH2:17][O:18]/[C:19](/[O-:23])=[CH:20]/[N+:21]#[N:22])[CH:14]=[CH:13][CH:12]=2)[N:6]=[CH:5][CH:4]=1.N1(C)CCCC[C@H]1C(O)=O>O>[CH:3]1[CH:8]=[C:7]([S:9][S:10][C:11]2[CH:16]=[C:15]([CH2:17][O:18]/[C:19](/[O-:23])=[CH:20]/[N+:21]#[N:22])[CH:14]=[CH:13][CH:12]=2)[N:6]=[CH:5][CH:4]=1 |f:0.1|. Procedure: The reaction was carried out as in Example 2A(i) using 525 ml (358 g) of the same MoO3 on silica-alumina catalyst at a reaction temperature of 553° C. Thereafter, consecutive runs of 216 g of MPDA/hour, 216 g of water/hour and 210 L of nitrogen/hour (mole ratio N2 /MPDA=5) resulted in 0.1% net yield of MePip and 73% net yield of Beta in the first-hour run, 0.5% net yield of MePip and 99% net yield of Beta in the second hour, 0.7% net yield of MePip and 86% net yield of Beta in the third hour, 1.... Starting materials: NC(NCCC[C@@H](NC(=O)OC(C)(C)C)C(=O)NCC1=CC=C(C=C1)CO)=N[N+](=O)[O-] ((R)-N5 -[amino(nitroimino)methyl]-N2 -(tert.-butoxycarbonyl)-N-[[4-(hydroxymethyl)phenyl]methyl]-ornithinamide), FC(C(=O)O)(F)F (trifluoroacetic acid). Yields the product NC(NCCC[C@@H](N)C(=O)NCC1=CC=C(C=C1)CO)=N[N+](=O)[O-] ((R)-N5 -[Amino (nitroimino) methyl]-N-[[4-(hydroxymethyl)-phenyl]methyl]-ornithinamide). Yield: 83.0%. RXN SMILES: [NH2:1][C:2](=[N:28][N+:29]([O-:31])=[O:30])[NH:3][CH2:4][CH2:5][CH2:6][C@H:7]([C:16]([NH:18][CH2:19][C:20]1[CH:25]=[CH:24][C:23]([CH2:26][OH:27])=[CH:22][CH:21]=1)=[O:17])[NH:8]C(OC(C)(C)C)=O.FC(F)(F)C(O)=O>>[NH2:1][C:2](=[N:28][N+:29]([O-:31])=[O:30])[NH:3][CH2:4][CH2:5][CH2:6][C@H:7]([C:16]([NH:18][CH2:19][C:20]1[CH:21]=[CH:22][C:23]([CH2:26][OH:27])=[CH:24][CH:25]=1)=[O:17])[NH2:8]. Procedure: Prepared analogously to Example 23b) from (R)-N5 -[amino(nitroimino)methyl]-N2 -(tert.-butoxycarbonyl)-N-[[4-(hydroxymethyl)phenyl]methyl]-ornithinamide by the action of trifluoroacetic acid in a yield of 83% of theory.